From a dataset of the Open Reaction Database (ORD), a public repository of structured organic reaction records. describe an organic reaction: reactants, conditions, products, and yield The reactants are C1CCOC1, COC(=O)c1cc(Cl)ccc1NC(=O)CN(C)CC(=O)Nc1ccc(Cl)cc1, Cl, [Na+], [OH-]. The product is CN(CC(=O)Nc1ccc(Cl)cc1)CC(=O)Nc1ccc(Cl)cc1C(=O)O. RXN SMILES: [CH2:32]1[O:33][CH2:34][CH2:35][CH2:36]1.[Cl:1][c:2]1[cH:3][cH:4][c:5]([NH:12][C:13]([CH2:14][N:15]([CH3:16])[CH2:17][C:18](=[O:19])[NH:20][c:21]2[cH:22][cH:23][c:24]([Cl:27])[cH:25][cH:26]2)=[O:28])[c:6]([C:7](=[O:8])[O:9][CH3:10])[cH:11]1.[ClH:31].[Na+:30].[OH-:29]>>[Cl:1][c:2]1[cH:3][cH:4][c:5]([NH:12][C:13]([CH2:14][N:15]([CH3:16])[CH2:17][C:18](=[O:19])[NH:20][c:21]2[cH:22][cH:23][c:24]([Cl:27])[cH:25][cH:26]2)=[O:28])[c:6]([C:7](=[O:8])[OH:9])[cH:11]1. The reactants are CCOC(=O)CBr, O=c1c2ccccc2oc2c(Cl)c(O)ccc12, CN(C)C=O, O. The product is CCOC(=O)COc1ccc2c(=O)c3ccccc3oc2c1Cl. Reaction SMILES: [Br:18][CH2:19][C:20](=[O:21])[O:22][CH2:23][CH3:24].[Cl:1][c:2]1[c:3]([OH:17])[cH:4][cH:5][c:6]2[c:7](=[O:16])[c:8]3[cH:9][cH:10][cH:11][cH:12][c:13]3[o:14][c:15]12.[O:25]=[CH:26][N:27]([CH3:28])[CH3:29].[OH2:30]>>[Cl:1][c:2]1[c:3]([O:17][CH2:19][C:20](=[O:21])[O:22][CH2:23][CH3:24])[cH:4][cH:5][c:6]2[c:7](=[O:16])[c:8]3[cH:9][cH:10][cH:11][cH:12][c:13]3[o:14][c:15]12. Starting materials: C([O-])([O-])=O.[K+].[K+] (potassium carbonate), COC1=CC=C(C=C1)C(N1N=C(C2=C1C1=CC=C(C=C1C2)CN2CCN(CC2)C)C2=CC=C(S2)CO)C2=CC=C(C=C2)OC ((5-{1-[bis(4-methoxyphenyl)methyl]-6-[(4-methyl-1-piperazinyl)methyl]-1,4-dihydroindeno[1,2-c]pyrazol-3-yl}-2-thienyl)methanol), N12CCCCCC2=NCCC1 (1,8-diazabicyclo[5.4.0]undec-7ene), C1(=CC=CC=C1)P(=O)(C1=CC=CC=C1)N=[N+]=[N-] (diphenylphosphoryl azide). Run in O1CCCC1 (tetrahydrofuran). Conditions: time 2 hour. The product is N(=[N+]=[N-])CC1=CC=C(S1)C=1C2=C(N(N1)C(C1=CC=C(C=C1)OC)C1=CC=C(C=C1)OC)C1=CC=C(C=C1C2)CN2CCN(CC2)C (3-[5-(azidomethyl)-2-thienyl]-1-[bis(4-methoxyphenyl)methyl]-6-[(4-methyl-1-piperazinyl)methyl]-1,4-dihydroindeno[1,2-c]pyrazole). Reaction SMILES: [CH3:1][O:2][C:3]1[CH:8]=[CH:7][C:6]([CH:9]([C:37]2[CH:42]=[CH:41][C:40]([O:43][CH3:44])=[CH:39][CH:38]=2)[N:10]2[C:14]3[C:15]4[C:20]([CH2:21][C:13]=3[C:12]([C:30]3[S:34][C:33]([CH2:35]O)=[CH:32][CH:31]=3)=[N:11]2)=[CH:19][C:18]([CH2:22][N:23]2[CH2:28][CH2:27][N:26]([CH3:29])[CH2:25][CH2:24]2)=[CH:17][CH:16]=4)=[CH:5][CH:4]=1.C1(P([N:59]=[N+:60]=[N-:61])(C2C=CC=CC=2)=O)C=CC=CC=1.N12CCCN=C1CCCCC2.C(=O)([O-])[O-].[K+].[K+]>O1CCCC1>[N:59]([CH2:35][C:33]1[S:34][C:30]([C:12]2[C:13]3[CH2:21][C:20]4[C:15](=[CH:16][CH:17]=[C:18]([CH2:22][N:23]5[CH2:24][CH2:25][N:26]([CH3:29])[CH2:27][CH2:28]5)[CH:19]=4)[C:14]=3[N:10]([CH:9]([C:6]3[CH:7]=[CH:8][C:3]([O:2][CH3:1])=[CH:4][CH:5]=3)[C:37]3[CH:42]=[CH:41][C:40]([O:43][CH3:44])=[CH:39][CH:38]=3)[N:11]=2)=[CH:31][CH:32]=1)=[N+:60]=[N-:61] |f:3.4.5|. Procedure details: A solution of Example 382 (8.0 g, 13.2 mmol) in tetrahydrofuran (100 mL) was cooled to about 0° C. and diphenylphosphoryl azide (7.1 mL, 33.0 mmol) followed by 1,8-diazabicyclo[5.4.0]undec-7ene (4.9 mL, 33.0 mmol) were added slowly in the dark. After the addition was complete, the mixture was stirred for about 2 hours at ambient temperature in the dark. The mixture was basified by addition of potassium carbonate and concentrated under vacuum. The residue was diluted with water, extracted with et...